From a dataset of the Open Reaction Database (ORD), a public repository of structured organic reaction records. describe an organic reaction: reactants, conditions, products, and yield Starting materials: NC(=O)N (urea), solution, C(=O)C=O (glyoxal), NC(=O)N (urea). As a reaction SMILES: [CH:1]([CH:3]=[O:4])=[O:2].[NH2:5][C:6]([NH2:8])=[O:7]>>[OH:2][C@@H:1]1[C@H:3]([OH:4])[N:5]2[C:6](=[O:7])[N:8]1[C@H:3]([OH:4])[CH:1]2[OH:2]. Product: O[C@H]1N2[C@@H](C(N([C@H]1O)C2=O)O)O ((2R,3S,6R)-2,3,5,6-tetrahydroxy-1,4-diazabicyclo[2.2.1]heptan-7-one). Reported procedure: To 290 g of a 40% solution of glyoxal (116 g active) in a three neck round bottom flask equipped with stirrer, condenser and temperature control added 60 g urea (1 mole) at ambient temperature. After all urea dissolved, the temperature was increased to 90° C. and kept for 60 min until all reactants were consumed and (2R,3S,6R)-2,3,5,6-tetrahydroxy-1,4-diazabicyclo[2.2.1]heptan-7-one product was formed as determined by HPLC. This solution was added to a 50% solution of six moles of dextrose (1080... Run at temperature 90 celsius, time 60 minute. As a reaction SMILES: [CH2:36]([OH:37])[CH3:38].[Cl:1][c:2]1[c:3]([C:24]([F:25])([F:26])[F:27])[cH:4][c:5](-[c:8]2[n:9][c:10]([CH2:13][n:14]3[n:15][cH:16][c:17]([C:19](=[O:20])[O:21][CH2:22][CH3:23])[cH:18]3)[s:11][cH:12]2)[cH:6][cH:7]1.[Na+:29].[O:31]1[CH2:32][CH2:33][CH2:34][CH2:35]1.[OH-:28].[OH2:30]>>[Cl:1][c:2]1[c:3]([C:24]([F:25])([F:26])[F:27])[cH:4][c:5](-[c:8]2[n:9][c:10]([CH2:13][n:14]3[n:15][cH:16][c:17]([C:19](=[O:20])[OH:21])[cH:18]3)[s:11][cH:12]2)[cH:6][cH:7]1. Reactants: CCO, CCOC(=O)c1cnn(Cc2nc(-c3ccc(Cl)c(C(F)(F)F)c3)cs2)c1, [Na+], C1CCOC1, [OH-], O. Product: O=C(O)c1cnn(Cc2nc(-c3ccc(Cl)c(C(F)(F)F)c3)cs2)c1.